From a dataset of the Open Reaction Database (ORD), a public repository of structured organic reaction records. describe an organic reaction: reactants, conditions, products, and yield Reactants: Cl.FC1=C(CC2=CC3=C(C=N2)C(CN3)(C)C)C=CC=C1 (6-(2-fluoro-benzyl)-3,3-dimethyl-2,3-dihydro-1H-pyrrolo[3,2-c]pyridine hydrochloride), [Br-].C1(CCCCC1)C[Zn+] (cyclohexylmethylzinc bromide). Yields the product Cl.C1(CCCCC1)CC1=CC2=C(C=N1)C(CN2)(C)C (6-Cyclohexylmethyl-3,3-dimethyl-2,3-dihydro-1H-pyrrolo[3,2-c]pyridine hydrochloride). Reaction SMILES: [ClH:1].F[C:3]1[CH:20]=[CH:19][CH:18]=[CH:17][C:4]=1[CH2:5][C:6]1[N:11]=[CH:10][C:9]2[C:12]([CH3:16])([CH3:15])[CH2:13][NH:14][C:8]=2[CH:7]=1.[Br-].C1(C[Zn+])CCCCC1>>[ClH:1].[CH:4]1([CH2:5][C:6]2[N:11]=[CH:10][C:9]3[C:12]([CH3:16])([CH3:15])[CH2:13][NH:14][C:8]=3[CH:7]=2)[CH2:3][CH2:20][CH2:19][CH2:18][CH2:17]1 |f:0.1,2.3,4.5|. Procedure details: Prepared in an analogous manner to 6-(2-fluoro-benzyl)-3,3-dimethyl-2,3-dihydro-1H-pyrrolo[3,2-c]pyridine hydrochloride (Preparation 119) using cyclohexylmethylzinc bromide instead of 2-fluorobenzylzinc chloride. MS: [M+H]+=245. Procedure: Analysis of the pyrolyzate by preparative thin layer chromatography indicates that the product mixture contains 810 milligrams (54%) of a 1:1 mixture of 3-acetylpyridine and 3-methylvaleric acid. Reaction SMILES: [C:1]([C:4]1[CH:5]=[N:6][CH:7]=[CH:8][CH:9]=1)(=[O:3])[CH3:2].[CH3:10][CH:11]([CH2:16][CH3:17])[CH2:12][C:13]([OH:15])=[O:14]>>[CH3:10][CH:11]([CH:12]([C:1]([OH:3])([CH3:2])[C:4]1[CH:5]=[N:6][CH:7]=[CH:8][CH:9]=1)[C:13]([OH:15])=[O:14])[CH2:16][CH3:17]. Yields the product CC(CC)C(C(=O)O)C(C=1C=NC=CC1)(C)O (2-(2-Butyl)-3-hydroxy-3-methyl-3-(3-pyridyl)propionic acid). Reactants: C(C)(=O)C=1C=NC=CC1 (3-acetylpyridine), CC(CC(=O)O)CC (3-methylvaleric acid). Reactants: COc1ccc(N)ccc1=O, COC(=O)C1=C(O)c2ccccc2S(=O)(=O)N1C, Cc1ccccc1C. Yields the product COc1ccc(NC(=O)C2=C(O)c3ccccc3S(=O)(=O)N2C)ccc1=O. RXN SMILES: [NH2:19][c:20]1[cH:21][cH:22][c:23]([O:28][CH3:29])[c:24](=[O:27])[cH:25][cH:26]1.[OH:1][C:2]1=[C:3]([C:15]([O:17][CH3:16])=[O:18])[N:4]([CH3:14])[S:5](=[O:12])(=[O:13])[c:6]2[c:7]1[cH:8][cH:9][cH:10][cH:11]2.[c:30]1([CH3:31])[c:32]([CH3:33])[cH:34][cH:35][cH:36][cH:37]1>>[OH:1][C:2]1=[C:3]([C:15](=[O:17])[NH:19][c:20]2[cH:21][cH:22][c:23]([O:28][CH3:29])[c:24](=[O:27])[cH:25][cH:26]2)[N:4]([CH3:14])[S:5](=[O:12])(=[O:13])[c:6]2[c:7]1[cH:8][cH:9][cH:10][cH:11]2. Reactants: BrC=1C(=C(C=C(C1F)Cl)C(C)=O)O (1-(3-bromo-5-chloro-4-fluoro-2-hydroxyphenyl)ethanone), [C-]#N.[K+] (potassium cyanide), IC (iodomethane), C([O-])([O-])=O.[K+].[K+] (potassium carbonate). Run in CN(C=O)C (N,N-dimethylformamide), C(C)(=O)OCC (ethyl acetate). Run at temperature 85 celsius. Product: C(C)(=O)C1=C(C(=C(C#N)C(=C1)Cl)Br)OC (4-acetyl-2-bromo-6-chloro-3-methoxybenzonitrile). Yield: 76.2%. Reaction SMILES: [Br:1][C:2]1[C:3]([OH:13])=[C:4]([C:10](=[O:12])[CH3:11])[CH:5]=[C:6]([Cl:9])[C:7]=1F.[C-:14]#[N:15].[K+].I[CH3:18].C(=O)([O-])[O-].[K+].[K+]>CN(C)C=O.C(OCC)(=O)C>[C:10]([C:4]1[CH:5]=[C:6]([Cl:9])[C:7]([C:14]#[N:15])=[C:2]([Br:1])[C:3]=1[O:13][CH3:18])(=[O:12])[CH3:11] |f:1.2,4.5.6|. Procedure: 1-(3-Bromo-5-chloro-4-fluoro-2-hydroxyphenyl)ethanone (2.0 g, 7.5 mmol, Example 43, Step 1) was combined with potassium cyanide (0.58 g, 9.0 mmol) in N,N-dimethylformamide (16 mL) and heated to 85° C. in an oil bath. After heating for 18 hrs, the reaction was allowed to cool to room temperature and iodomethane (0.90 mL, 11 mmol) and potassium carbonate (2.1 g, 15 mmol) were added. The reaction was heated to 65° C. and monitored by LC/MS. After heating for 3 hrs the reaction was complete and allo... The reactants are BrC=1C=C2C(=NNC2=CC1)C (5-bromo-3-methyl-1H-indazole), [Cl-].[NH4+] (ammonium chloride), [H-].[Na+] (sodium hydride), CC1=CC=C(C=C1)S(=O)(=O)OCC1(CC1)C#N ((1-cyanocyclopropyl)methyl 4-methylbenzenesulfonate). Solvent: CN(C=O)C (N,N-dimethylformamide), CN(C=O)C (N,N-dimethylformamide). Conditions: time 30 minute. Yields the product BrC1=CC2=C(N(N=C2C=C1)CC1(CC1)C#N)C (1-[(5-bromo-3-methyl-2H-indazol-2-yl)methyl]cyclopropanecarbonitrile). The yield is 12.4%. RXN SMILES: [H-].[Na+].[Br:3][C:4]1[CH:5]=[C:6]2[C:10](=[CH:11][CH:12]=1)[NH:9][N:8]=[C:7]2[CH3:13].CC1C=CC(S(O[CH2:25][C:26]2([C:29]#[N:30])[CH2:28][CH2:27]2)(=O)=O)=CC=1.[Cl-].[NH4+]>CN(C)C=O>[Br:3][C:4]1[CH:12]=[CH:11][C:10]2[C:6](=[C:7]([CH3:13])[N:8]([CH2:25][C:26]3([C:29]#[N:30])[CH2:28][CH2:27]3)[N:9]=2)[CH:5]=1 |f:0.1,4.5|. Reported procedure: To a suspension of 60% sodium hydride (143 mg) in N,N-dimethylformamide (3 ml) was added a solution of 5-bromo-3-methyl-1H-indazole (500 mg) in N,N-dimethylformamide (1 ml) at 0° C., and the mixture was stirred at the same temperature for 30 min. To the obtained reaction mixture was added (1-cyanocyclopropyl)methyl 4-methylbenzenesulfonate (420 mg), and the mixture was stirred at room temperature for 16 hr. To the reaction mixture was added saturated aqueous ammonium chloride solution, and the m...